From a dataset of the Open Reaction Database (ORD), a public repository of structured organic reaction records. describe an organic reaction: reactants, conditions, products, and yield Starting materials: CN1CCCC1=O, CCS(=O)c1ncc(C(=O)c2cc(F)ccc2OC)c(N)n1, CCS(=O)(=O)c1ncc(C(=O)c2cc(F)ccc2OC)c(N)n1, CC(C)(C)OC(=O)N1CCC(N)CC1, O. Product: COc1ccc(F)cc1C(=O)c1cnc(NC2CCN(C(=O)OC(C)(C)C)CC2)nc1N. RXN SMILES: [CH3:60][N:61]1[CH2:62][CH2:63][CH2:64][C:65]1=[O:66].[NH2:1][c:2]1[n:3][c:4]([S:19]([CH2:20][CH3:21])=[O:22])[n:5][cH:6][c:7]1[C:8](=[O:9])[c:10]1[c:11]([O:17][CH3:18])[cH:12][cH:13][c:14]([F:16])[cH:15]1.[NH2:23][c:24]1[c:25]([C:26]([c:27]2[cH:28][c:29]([F:30])[cH:31][cH:32][c:33]2[O:34][CH3:35])=[O:36])[cH:37][n:38][c:39]([S:40]([CH2:41][CH3:42])(=[O:43])=[O:44])[n:45]1.[NH2:46][CH:47]1[CH2:48][CH2:49][N:50]([C:53](=[O:54])[O:55][C:56]([CH3:57])([CH3:58])[CH3:59])[CH2:51][CH2:52]1.[OH2:67]>>[NH2:1][c:2]1[n:3][c:4]([NH:46][CH:47]2[CH2:48][CH2:49][N:50]([C:53](=[O:54])[O:55][C:56]([CH3:57])([CH3:58])[CH3:59])[CH2:51][CH2:52]2)[n:5][cH:6][c:7]1[C:8](=[O:9])[c:10]1[c:11]([O:17][CH3:18])[cH:12][cH:13][c:14]([F:16])[cH:15]1. Reactants: O=C1OC2(CN3CCC2CC3)CN1c1ncc(Br)s1, CCCC[Sn](CCCC)(CCCC)c1ccncc1. As a reaction SMILES: [Br:1][c:2]1[cH:3][n:4][c:5]([N:7]2[C:8](=[O:19])[O:9][C:10]3([CH2:11][N:12]4[CH2:13][CH2:14][CH:15]3[CH2:16][CH2:17]4)[CH2:18]2)[s:6]1.[CH2:20]([Sn:21]([CH2:22][CH2:23][CH2:24][CH3:31])([c:25]1[cH:26][cH:27][n:28][cH:29][cH:30]1)[CH2:32][CH2:33][CH2:34][CH3:35])[CH2:36][CH2:37][CH3:38]>>[c:2]1(-[c:25]2[cH:26][cH:27][n:28][cH:29][cH:30]2)[cH:3][n:4][c:5]([N:7]2[C:8](=[O:19])[O:9][C:10]3([CH2:11][N:12]4[CH2:13][CH2:14][CH:15]3[CH2:16][CH2:17]4)[CH2:18]2)[s:6]1. Product: O=C1OC2(CN3CCC2CC3)CN1c1ncc(-c2ccncc2)s1. The reactants are C(CC(=O)O)CN (GABA), C1(CCCCC1)O (cyclohexanol), S(=O)(Cl)Cl (Thionyl chloride). Yields the product Cl.C1(CCCCC1)OC(CCCN)=O (4-Aminobutanoic acid cyclohexyl ester hydrochloride). RXN SMILES: [CH2:1]([CH2:6][NH2:7])[CH2:2][C:3]([OH:5])=[O:4].[CH:8]1(O)[CH2:13][CH2:12][CH2:11][CH2:10][CH2:9]1.S(Cl)([Cl:17])=O>>[ClH:17].[CH:8]1([O:4][C:3](=[O:5])[CH2:2][CH2:1][CH2:6][NH2:7])[CH2:13][CH2:12][CH2:11][CH2:10][CH2:9]1 |f:3.4|. Procedure details: GABA (8 g, 77.6 mmol) was suspended in 100 ml (0.96 mol) of cyclohexanol. Thionyl chloride (40 ml) was added dropwise to the mixture at 0° C. The mixture was then refluxed for 4 hours, cooled and crystallized from ethyl ether. The white crystals obtained in this manner were filtered and dried. NMR analysis confirmed the identity of the product. The reactants are CC(CCCBr)C(c1cc(F)ccc1F)S(=O)(=O)c1ccc(Cl)cc1, C[S-], [Na+], C1CCOC1. The product is CSCCCC(C)C(c1cc(F)ccc1F)S(=O)(=O)c1ccc(Cl)cc1. Reaction SMILES: [Br:1][CH2:2][CH2:3][CH2:4][CH:5]([CH:6]([S:7](=[O:8])(=[O:9])[c:10]1[cH:11][cH:12][c:13]([Cl:16])[cH:14][cH:15]1)[c:17]1[c:18]([F:24])[cH:19][cH:20][c:21]([F:23])[cH:22]1)[CH3:25].[CH3:26][S-:27].[Na+:28].[O:29]1[CH2:30][CH2:31][CH2:32][CH2:33]1>>[CH2:2]([CH2:3][CH2:4][CH:5]([CH:6]([S:7](=[O:8])(=[O:9])[c:10]1[cH:11][cH:12][c:13]([Cl:16])[cH:14][cH:15]1)[c:17]1[c:18]([F:24])[cH:19][cH:20][c:21]([F:23])[cH:22]1)[CH3:25])[S:27][CH3:26]. Reactants: C(C)(C)(C)OC(=O)N1CCC(CC1)N1CCN(CC1)C(=O)[C@@H]1CC[C@H](CC1)C(=O)OCC (ethyl trans-4-[[-4-[1-(tert-butyloxycarbonyl)-piperidin-4-yl]-piperazin-1-yl]-carbonyl]-cyclohexane-carboxylate), [OH-].[Li+] (lithium hydroxide). Solvent: C(Cl)Cl.CO (methylene chloride methanol). Yields the product C(C)(C)(C)OC(=O)N1CCC(CC1)N1CCN(CC1)C(=O)[C@@H]1CC[C@H](CC1)C(=O)O (trans-4-[[-4-[1-(tert-Butyloxycarbonyl)-piperidin-4-yl]-piperazin-1-yl]-carbonyl]-cyclohexanecarboxylic acid). Reaction SMILES: [C:1]([O:5][C:6]([N:8]1[CH2:13][CH2:12][CH:11]([N:14]2[CH2:19][CH2:18][N:17]([C:20]([C@H:22]3[CH2:27][CH2:26][C@H:25]([C:28]([O:30]CC)=[O:29])[CH2:24][CH2:23]3)=[O:21])[CH2:16][CH2:15]2)[CH2:10][CH2:9]1)=[O:7])([CH3:4])([CH3:3])[CH3:2].[OH-].[Li+]>C(Cl)Cl.CO>[C:1]([O:5][C:6]([N:8]1[CH2:13][CH2:12][CH:11]([N:14]2[CH2:15][CH2:16][N:17]([C:20]([C@H:22]3[CH2:23][CH2:24][C@H:25]([C:28]([OH:30])=[O:29])[CH2:26][CH2:27]3)=[O:21])[CH2:18][CH2:19]2)[CH2:10][CH2:9]1)=[O:7])([CH3:4])([CH3:2])[CH3:3] |f:1.2,3.4|. Procedure details: Prepared from ethyl trans-4-[[-4-[1-(tert-butyloxycarbonyl)-piperidin-4-yl]-piperazin-1-yl]-carbonyl]-cyclohexane-carboxylate by hydrolysis with lithium hydroxide analogously to Example 24. Mass spectrum: (M+H)+ =424; Rf value: 0.24 (silica gel; methylene chloride/methanol/concentrated ammonia=4:1:0.2)